Dataset: the Open Reaction Database (ORD), a public repository of structured organic reaction records. Task: describe an organic reaction: reactants, conditions, products, and yield RXN SMILES: [N:1]1[CH:6]=[CH:5][C:4]([CH2:7][S:8][CH:9]([CH3:13])[C:10]([O-:12])=[O:11])=[CH:3][CH:2]=1.[Na+].[CH2:15](O)[CH3:16]>>[N:1]1[CH:6]=[CH:5][C:4]([CH2:7][S:8][CH:9]([CH3:13])[C:10]([O:12][CH2:15][CH3:16])=[O:11])=[CH:3][CH:2]=1 |f:0.1|. Starting materials: N1=CC=C(C=C1)CSC(C(=O)[O-])C.[Na+] (sodium 2-(4-picolylthio)propionate), 3A, C(C)O (ethanol). Yields the product N1=CC=C(C=C1)CSC(C(=O)OCC)C (ethyl 2-(4-picolylthio)- propionate). Procedure: Crude sodium 2-(4-picolylthio)propionate (approximately 7 g.) was taken up in 100 ml. of absolute ethanol and approximately 5 cc. of 3A molecular sieves were added. Dry hydrogen chloride was bubbled into the reaction mixture, which was refluxed for 75 minutes, while continuing to saturate with hydrogen chloride during the initial 15 minutes. The mixture was cooled to room temperature and allowed to stir overnight (approximately 16 hours). The mixture was filtered through diatomaceous earth and c... Run at time 16 hour. Reactants: OCCCCNS(=O)(=O)C1=CC=C(C=C1)C1=C(C=CC=C1)[N+](=O)[O-] (2′-Nitrobiphenyl-4-sulfonic acid-(4-hydroxybutyl)-amide). The reagents and catalysts are [Pd] (Pd/C). Run in CO (methanol). Run at time 4 hour. Yields the product OCCCCNS(=O)(=O)C1=CC=C(C=C1)C1=C(C=CC=C1)N (2′-Aminobiphenyl-4-sulfonic acid-(4-hydroxybutyl)-amide). As a reaction SMILES: [OH:1][CH2:2][CH2:3][CH2:4][CH2:5][NH:6][S:7]([C:10]1[CH:15]=[CH:14][C:13]([C:16]2[CH:21]=[CH:20][CH:19]=[CH:18][C:17]=2[N+:22]([O-])=O)=[CH:12][CH:11]=1)(=[O:9])=[O:8]>CO.[Pd]>[OH:1][CH2:2][CH2:3][CH2:4][CH2:5][NH:6][S:7]([C:10]1[CH:15]=[CH:14][C:13]([C:16]2[CH:21]=[CH:20][CH:19]=[CH:18][C:17]=2[NH2:22])=[CH:12][CH:11]=1)(=[O:9])=[O:8]. Procedure details: 2′-Nitrobiphenyl-4-sulfonic acid-(4-hydroxybutyl)-amide (0.5 g) was dissolved in methanol (50 mL). 10% Pd/C (0.5 g) was added and the mixture stirred under hydrogen for 4 hours. The mixture was filtered through celite and evaporated to a brown oil. Column chromatography gave a clear oil, crystallised from ether/petrol to give a white powder. δC (DMSO, 62.9 MHz): 25.9, 29.6, 42.6, 60.3, 115.6, 116.8, 124.1, 126.8, 128.8, 129.3, 129.9, 138.6, 143.8 and 145.2. Procedure details: To a suspension of 2.0 g of 2-hydrazino-4-phenyl-6-chloroquinazoline in 50 ml of ethanol were added 5.5 g of ethyl orthoformate and 1 ml of concentrated sulfuric acid. The resulting mixture was stirred at room temperature for 1 hour and then 30 ml of dilute sodium bicarbonate solution was added thereto. The resulting crystals were collected by filtration and recrystallized from ethanol to give 5-phenyl-7-chloro-s-triazolo[4,3-a]quinazoline as colorless needles, m.p. 295° - 297° C. As a reaction SMILES: [NH:1]([C:3]1[N:12]=[C:11]([C:13]2[CH:18]=[CH:17][CH:16]=[CH:15][CH:14]=2)[C:10]2[C:5](=[CH:6][CH:7]=[C:8]([Cl:19])[CH:9]=2)[N:4]=1)[NH2:2].[CH:20]([O-])([O-])OCC.S(=O)(=O)(O)O.C(=O)(O)[O-].[Na+]>C(O)C>[C:13]1([C:11]2[C:10]3[C:5](=[CH:6][CH:7]=[C:8]([Cl:19])[CH:9]=3)[N:4]3[CH:20]=[N:2][N:1]=[C:3]3[N:12]=2)[CH:18]=[CH:17][CH:16]=[CH:15][CH:14]=1 |f:3.4|. The product is C1(=CC=CC=C1)C1=NC=2N(C3=CC=C(C=C13)Cl)C=NN2 (5-phenyl-7-chloro-s-triazolo[4,3-a]quinazoline). The reactants are C([O-])(O)=O.[Na+] (sodium bicarbonate), C(OCC)([O-])[O-] (ethyl orthoformate), S(O)(O)(=O)=O (sulfuric acid), N(N)C1=NC2=CC=C(C=C2C(=N1)C1=CC=CC=C1)Cl (2-hydrazino-4-phenyl-6-chloroquinazoline). Conditions: time 1 hour. Solvent: C(C)O (ethanol). Reactants: COC(CC1CCNCC1)=O (piperidin-4-yl-acetic acid methyl ester), [N+](=O)([O-])C1=CC=C(C=C1)OC(=O)N1CCC(CC1)C1=CC=C(C=C1)NC(=O)C=1N=C(OC1C(F)(F)F)C1=CC=CC=C1 (4-{4-[(2-phenyl-5-trifluoromethyl-oxazole-4-carbonyl)-amino]-phenyl}-piperidine-1-carboxylic acid 4-nitro-phenyl ester), C(C)(C)N(C(C)C)CC (N,N-diisopropylethylamine). Run in CN1C(CCC1)=O (1-methyl-pyrrolidin-2-one). Conditions: temperature 90 celsius, time 8 hour. The product is COC(CC1CCN(CC1)C(=O)N1CCC(CC1)C1=CC=C(C=C1)NC(=O)C=1N=C(OC1C(F)(F)F)C1=CC=CC=C1)=O ([1-(4-{4-[(2-phenyl-5-trifluoromethyl-oxazole-4-carbonyl)-amino]-phenyl}-piperidine-1-carbonyl)-piperidin-4-yl]-acetic acid methyl ester). Isolated yield 46.8%. Reaction SMILES: [N+](C1C=CC([O:10][C:11]([N:13]2[CH2:18][CH2:17][CH:16]([C:19]3[CH:24]=[CH:23][C:22]([NH:25][C:26]([C:28]4[N:29]=[C:30]([C:37]5[CH:42]=[CH:41][CH:40]=[CH:39][CH:38]=5)[O:31][C:32]=4[C:33]([F:36])([F:35])[F:34])=[O:27])=[CH:21][CH:20]=3)[CH2:15][CH2:14]2)=O)=CC=1)([O-])=O.[CH3:43][O:44][C:45](=[O:53])[CH2:46][CH:47]1[CH2:52][CH2:51][NH:50][CH2:49][CH2:48]1.C(N(CC)C(C)C)(C)C>CN1CCCC1=O>[CH3:43][O:44][C:45](=[O:53])[CH2:46][CH:47]1[CH2:48][CH2:49][N:50]([C:11]([N:13]2[CH2:18][CH2:17][CH:16]([C:19]3[CH:20]=[CH:21][C:22]([NH:25][C:26]([C:28]4[N:29]=[C:30]([C:37]5[CH:38]=[CH:39][CH:40]=[CH:41][CH:42]=5)[O:31][C:32]=4[C:33]([F:35])([F:34])[F:36])=[O:27])=[CH:23][CH:24]=3)[CH2:15][CH2:14]2)=[O:10])[CH2:51][CH2:52]1. Reported procedure: To a mixture of 4-{4-[(2-phenyl-5-trifluoromethyl-oxazole-4-carbonyl)-amino]-phenyl}-piperidine-1-carboxylic acid 4-nitro-phenyl ester (150 mg, 0.26 mmol) in 1-methyl-pyrrolidin-2-one (10 mL) at room temperature was added piperidin-4-yl-acetic acid methyl ester (0.04 g, 0.25 mmol) followed by N,N-diisopropylethylamine (0.14 mL, 0.8 mmol). The mixture was stirred in a 90° C. oil bath overnight. The mixture was blown to dryness and the crude was purified by flash chromatography (Merck silica gel 6... The reactants are C(#N)C=1C=C(C=CC(CC(=O)OC)=O)C=CC1 (methyl 3-cyanobenzylideneacetoacetate), O1C(CCC1)COC(\C=C(\C)/N)=O ((tetrahydrofuran-2-ylmethyl)-3-aminocrotonate). Solvent: C(C)O (ethanol), CCO (EtOH). Run at temperature -10 celsius, time 8 hour. Yields the product O1C(CCC1)COC(=O)C=1C(C(=C(NC1C)C)C(=O)OC)C1=CC(=CC=C1)C#N (4-(3-Cyanophenyl)-2,6-dimethyl 1,4-dihydropyridine-3,5-dicarboxylic acid 3-methyl ester 5-(tetrahydrofuran-2-ylmethyl) ester). Isolated yield 79.0%. RXN SMILES: [C:1]([C:3]1[CH:4]=[C:5]([CH:15]=[CH:16][CH:17]=1)[CH:6]=[CH:7][C:8](=O)[CH2:9]C(OC)=O)#[N:2].[O:18]1[CH2:22][CH2:21][CH2:20][CH:19]1[CH2:23][O:24][C:25](=[O:30])/[CH:26]=[C:27](\[NH2:29])/[CH3:28]>CCO>[O:18]1[CH2:22][CH2:21][CH2:20][CH:19]1[CH2:23][O:24][C:25]([C:26]1[CH:6]([C:5]2[CH:15]=[CH:16][CH:17]=[C:3]([C:1]#[N:2])[CH:4]=2)[C:7]([C:25]([O:24][CH3:23])=[O:30])=[C:8]([CH3:9])[NH:29][C:27]=1[CH3:28])=[O:30]. Procedure: A solution of 30 g (0.13 mol) of methyl 3-cyanobenzylideneacetoacetate and 24.24 g (0.13 mol) of (tetrahydrofuran-2-ylmethyl)-3-aminocrotonate in 130 ml of abs. ethanol was refluxed with stirring, in the absence of light, along 8 hours. The reaction mixture was then cooled to −10° C., and the product was obtained as a yellow solid (mp 127-9° C., EtOH) with a yield of 79%. Starting materials: Cl (HCl), O.[OH-].[Li+] (Lithium hydroxide, monohydrate), NC1=C2C(=NC=N1)N(N=C2C)C(C)C=2C(=C(C(=C(C2)Cl)C)C2=CC(=C(C=C2)C(=O)OC)F)OC (methyl 3′-[1-(4-amino-3-methyl-1H-pyrazolo[3,4-d]pyrimidin-1-yl)ethyl]-5′-chloro-3-fluoro-2′-methoxy-6′-methylbiphenyl-4-carboxylate), O1CCCC1 (tetrahydrofuran). Run in CO (methanol), O (water). Conditions: time 1.5 hour. Product: NC1=C2C(=NC=N1)N(N=C2C)C(C)C=2C(=C(C(=C(C2)Cl)C)C2=CC(=C(C=C2)C(=O)O)F)OC (3′-[1-(4-Amino-3-methyl-1H-pyrazolo[3,4-d]pyrimidin-1-yl)ethyl]-5′-chloro-3-fluoro-2′-methoxy-6′-methylbiphenyl-4-carboxylic acid). Reaction SMILES: O.[OH-].[Li+].[NH2:4][C:5]1[N:10]=[CH:9][N:8]=[C:7]2[N:11]([CH:15]([C:17]3[C:18]([O:36][CH3:37])=[C:19]([C:25]4[CH:30]=[CH:29][C:28]([C:31]([O:33]C)=[O:32])=[C:27]([F:35])[CH:26]=4)[C:20]([CH3:24])=[C:21]([Cl:23])[CH:22]=3)[CH3:16])[N:12]=[C:13]([CH3:14])[C:6]=12.O1CCCC1.Cl>CO.O>[NH2:4][C:5]1[N:10]=[CH:9][N:8]=[C:7]2[N:11]([CH:15]([C:17]3[C:18]([O:36][CH3:37])=[C:19]([C:25]4[CH:30]=[CH:29][C:28]([C:31]([OH:33])=[O:32])=[C:27]([F:35])[CH:26]=4)[C:20]([CH3:24])=[C:21]([Cl:23])[CH:22]=3)[CH3:16])[N:12]=[C:13]([CH3:14])[C:6]=12 |f:0.1.2|. Procedure: Lithium hydroxide, monohydrate (13 mg, 0.31 mmol) was added to a solution of methyl 3′-[1-(4-amino-3-methyl-1H-pyrazolo[3,4-d]pyrimidin-1-yl)ethyl]-5′-chloro-3-fluoro-2′-methoxy-6′-methylbiphenyl-4-carboxylate made above (0.030 g, 0.062 mmol) in methanol (0.2 mL)/tetrahydrofuran (0.2 mL)/water (0.09 mL). The reaction was stirred at room temperature for 1.5 h, then treated with conc. HCl (60 uL) to adjust pH to 2, The solvent was removed to provide the crude product which was used in next step wi... The reactants are BrCCCCCCCCC1OCCO1 (2-(8-Bromooctyl)-1,3-dioxolane), C(C)(C)N(CC)C(C)C (di-isopropylethylamine), Cl.C1(CCCCC1)C(C(=O)OCC1CCNCC1)(C1=CC=CC=C1)O (piperidin-4-ylmethyl 2-cyclohexyl-2-hydroxy-2-phenylacetate hydrochloride). Run in ClCCl (dichloromethane), C(C)#N (acetonitrile). Run at temperature 60 celsius. Yields the product C1(CCCCC1)C(C(=O)OCC1CCN(CC1)CCCCCCCCCC1OCCO1)(C1=CC=CC=C1)O ((1-(9-(1,3-Dioxolan-2-yl)nonyl)piperidin-4-yl)methyl 2-cyclohexyl-2-hydroxy-2-phenylacetate). RXN SMILES: Br[CH2:2][CH2:3][CH2:4][CH2:5][CH2:6][CH2:7][CH2:8][CH2:9][CH:10]1[O:14][CH2:13][CH2:12][O:11]1.[CH:15]([N:18]([CH:21]([CH3:23])C)[CH2:19][CH3:20])(C)C.Cl.[CH:25]1([C:31]([OH:48])([C:42]2[CH:47]=[CH:46][CH:45]=[CH:44][CH:43]=2)[C:32]([O:34][CH2:35][CH:36]2CCNCC2)=[O:33])[CH2:30][CH2:29][CH2:28][CH2:27][CH2:26]1>C(#N)C.ClCCl>[CH:42]1([C:31]([OH:48])([C:25]2[CH:26]=[CH:27][CH:28]=[CH:29][CH:30]=2)[C:32]([O:34][CH2:35][CH:36]2[CH2:20][CH2:19][N:18]([CH2:15][CH2:2][CH2:3][CH2:4][CH2:5][CH2:6][CH2:7][CH2:8][CH2:9][CH:10]3[O:14][CH2:13][CH2:12][O:11]3)[CH2:21][CH2:23]2)=[O:33])[CH2:47][CH2:46][CH2:45][CH2:44][CH2:43]1 |f:2.3|. Procedure: 2-(8-Bromooctyl)-1,3-dioxolane (218 mg, 0.82 mmol) followed by di-isopropylethylamine (361 μL, 2.07 mmol) were added to a solution of piperidin-4-ylmethyl 2-cyclohexyl-2-hydroxy-2-phenylacetate hydrochloride (252 mg, 0.69 mmol) in acetonitrile (4 mL). The reaction mixture was heated at 60° C. for 17 hours. After this time, the reaction was cooled to RT and diluted with dichloromethane. The organic extracts were washed with water, filtered through a hydrophobic frit, and concentrated under reduce...